From a dataset of the Open Reaction Database (ORD), a public repository of structured organic reaction records. describe an organic reaction: reactants, conditions, products, and yield Starting materials: C(CC)OC(N[C@H](C(C)(C)SC(C)C)C(=O)N1[C@@H](CCC1)C(NC[C@@H]1CC[C@H](CC1)N)=O)=O ([(S)-1-[(S)-2-[(trans-4-aminocyclohexylmethyl)carbamoyl]pyrrolidine-1-carbonyl]2-isopropylthio-2-methylpropyl]carbamic acid propyl ester), Cl (hydrochloric acid). Run in C(C)O (ethanol). Run at time 30 minute. Product: Cl.C(CC)OC(N[C@H](C(C)(C)SC(C)C)C(=O)N1[C@@H](CCC1)C(NC[C@@H]1CC[C@H](CC1)N)=O)=O ([(S)-1-[(S)-2-[(trans-4-aminocyclohexylmethyl)carbamoyl]pyrrolidine-1-carbonyl]-2-isopropylthio-2-methylpropyl]carbamic acid propyl ester hydrochloride). Reaction SMILES: [CH2:1]([O:4][C:5](=[O:33])[NH:6][C@@H:7]([C:15]([N:17]1[CH2:21][CH2:20][CH2:19][C@H:18]1[C:22](=[O:32])[NH:23][CH2:24][C@H:25]1[CH2:30][CH2:29][C@H:28]([NH2:31])[CH2:27][CH2:26]1)=[O:16])[C:8]([S:11][CH:12]([CH3:14])[CH3:13])([CH3:10])[CH3:9])[CH2:2][CH3:3].[ClH:34]>C(O)C>[ClH:34].[CH2:1]([O:4][C:5](=[O:33])[NH:6][C@@H:7]([C:15]([N:17]1[CH2:21][CH2:20][CH2:19][C@H:18]1[C:22](=[O:32])[NH:23][CH2:24][C@H:25]1[CH2:26][CH2:27][C@H:28]([NH2:31])[CH2:29][CH2:30]1)=[O:16])[C:8]([S:11][CH:12]([CH3:13])[CH3:14])([CH3:9])[CH3:10])[CH2:2][CH3:3] |f:3.4|. Procedure: 0.49 g of [(S)-1-[(S)-2-[(trans-4-aminocyclohexylmethyl)carbamoyl]pyrrolidine-1-carbonyl]2-isopropylthio-2-methylpropyl]carbamic acid propyl ester obtained in Example 1was dissolved in 5 ml of ethanol, and 1.0 ml of 1N hydrochloric acid was added thereto, followed by stirring at room temperature for 30 minutes. The solvent was distilled off under reduced pressure, and then, 5 ml of toluene was added thereto and then distilled under reduced pressure. The residue was dried under a reduced pressure... The reactants are C1CCOC1, CO, CCOC(=O)Cc1cc(Cl)c(NC(=O)c2cn(C)c3ccc(F)cc23)cc1F, Cl, [Na+], [OH-]. The product is Cn1cc(C(=O)Nc2cc(F)c(CC(=O)O)cc2Cl)c2cc(F)ccc21. RXN SMILES: [CH2:1]1[O:2][CH2:3][CH2:4][CH2:5]1.[CH3:6][OH:7].[Cl:10][c:11]1[c:12]([NH:24][C:25](=[O:26])[c:27]2[cH:28][n:29]([CH3:37])[c:30]3[cH:31][cH:32][c:33]([F:36])[cH:34][c:35]23)[cH:13][c:14]([F:23])[c:15]([CH2:17][C:18](=[O:19])[O:20][CH2:21][CH3:22])[cH:16]1.[ClH:38].[Na+:9].[OH-:8]>>[Cl:10][c:11]1[c:12]([NH:24][C:25](=[O:26])[c:27]2[cH:28][n:29]([CH3:37])[c:30]3[cH:31][cH:32][c:33]([F:36])[cH:34][c:35]23)[cH:13][c:14]([F:23])[c:15]([CH2:17][C:18](=[O:19])[OH:20])[cH:16]1. The reactants are ClCC(=O)N1CC(C2=CC=C(C=C12)N1C(N(C(C1=O)(C)C)CC1=CC(=NC=C1)Cl)=O)(C)C (3-[1-(chloroacetyl)-3,3-dimethyl-2,3-dihydro-1H-indol-6-yl]-1-[(2-chloropyridin-4-yl)methyl]-5,5-dimethylimidazolidine-2,4-dione). Solvent: C(C)(C)N (isopropylamine). Yields the product ClC1=NC=CC(=C1)CN1C(N(C(C1(C)C)=O)C1=CC=C2C(CN(C2=C1)C(CNC(C)C)=O)(C)C)=O (1-[(2-chloropyridin-4-yl)methyl]-3-[1-(N-isopropylglycyl)-3,3-dimethyl-2,3-dihydro-1H-indol-6-yl]-5,5-dimethylimidazolidine-2,4-dione). Yield: 160.6%. As a reaction SMILES: Cl[CH2:2][C:3]([N:5]1[C:13]2[C:8](=[CH:9][CH:10]=[C:11]([N:14]3[C:18](=[O:19])[C:17]([CH3:21])([CH3:20])[N:16]([CH2:22][C:23]4[CH:28]=[CH:27][N:26]=[C:25]([Cl:29])[CH:24]=4)[C:15]3=[O:30])[CH:12]=2)[C:7]([CH3:32])([CH3:31])[CH2:6]1)=[O:4]>C(N)(C)C>[Cl:29][C:25]1[CH:24]=[C:23]([CH2:22][N:16]2[C:17]([CH3:21])([CH3:20])[C:18](=[O:19])[N:14]([C:11]3[CH:12]=[C:13]4[C:8]([C:7]([CH3:32])([CH3:31])[CH2:6][N:5]4[C:3](=[O:4])[CH2:2][NH:5][CH:13]([CH3:8])[CH3:12])=[CH:9][CH:10]=3)[C:15]2=[O:30])[CH:28]=[CH:27][N:26]=1. Procedure: A solution of 1.426 g of 3-[1-(chloroacetyl)-3,3-dimethyl-2,3-dihydro-1H-indol-6-yl]-1-[(2-chloropyridin-4-yl)methyl]-5,5-dimethylimidazolidine-2,4-dione obtained in stage j) of Example 3 in 25 mL of isopropylamine is refluxed for 4 hours. The reaction mixture is then concentrated under reduced pressure and the residue is taken up in 30 mL of water and triturated in 2 mL of diethyl ether. A solid forms, which is filtered off, washed with twice 5 mL of diisopropyl ether and dried to give 1.2 g of... Reaction SMILES: [C:1]([O:2][C:3]([CH3:4])([CH3:5])[CH3:6])(=[O:7])[N:8]1[CH:9]([CH3:20])[CH2:10][CH2:11][CH2:12][CH:13]1[C:14]([CH2:15][CH2:16][CH:17]=[CH2:18])=[O:19].[Cl:21][CH2:22][Cl:23]>>[NH:8]1[CH:9]([CH3:20])[CH2:10][CH2:11][CH2:12][CH:13]1[C:14]([CH2:15][CH2:16][CH:17]=[CH2:18])=[O:19]. Starting materials: C=CCCC(=O)C1CCCC(C)N1C(=O)OC(C)(C)C, ClCCl. The product is C=CCCC(=O)C1CCCC(C)N1. RXN SMILES: [C:23]([BH3-:24])#[N:25].[CH3:27][C:28](=[O:29])[OH:30].[CH:1]([CH3:2])([CH3:3])[O:4][c:5]1[n:6][c:7]2[cH:8][c:9]3[c:10]([cH:11][c:12]2[c:13]([C:15]([F:16])([F:17])[F:18])[cH:14]1)[NH:19][CH2:20][CH2:21][S:22]3.[Na+:26]>>[CH:1]([CH3:2])([CH3:3])[O:4][c:5]1[n:6][c:7]2[cH:8][c:9]3[c:10]([cH:11][c:12]2[c:13]([C:15]([F:16])([F:17])[F:18])[cH:14]1)[N:19]([CH3:23])[CH2:20][CH2:21][S:22]3. Product: CC(C)Oc1cc(C(F)(F)F)c2cc3c(cc2n1)SCCN3C. Starting materials: [BH3-]C#N, CC(=O)O, CC(C)Oc1cc(C(F)(F)F)c2cc3c(cc2n1)SCCN3, [Na+]. Reactants: C(C1=CC=CC=C1)N1CCC=2N(C3=CC=C4C(=C3C2CC1)C=CCO4)CCCCOC4=CC=CC=C4 (10-Benzyl-7-(4-phenoxybutyl)-7,8,9,10,11,12-hexahydro-3H-azepino[4,5-b]pyrano[3,2-e]indole), Cl (hydrochloric acid). Reagents/catalysts: [Pd] (palladium-on-carbon). Run in C(C)O (ethanol). Product: Cl.O(C1=CC=CC=C1)CCCCN1C2=C(C3=C4C(=CC=C13)OCCC4)CCNCC2 (7-(4-Phenoxybutyl)-2,3,7,8,9,10,11,12-octahydro-1H-azepino[4,5-b]pyrano[3,2-e]indole Hydrochloride). Yield: 97.6%. As a reaction SMILES: C([N:8]1[CH2:21][CH2:20][C:19]2[C:18]3[C:13](=[CH:14][CH:15]=[C:16]4[O:25][CH2:24][CH:23]=[CH:22][C:17]4=3)[N:12]([CH2:26][CH2:27][CH2:28][CH2:29][O:30][C:31]3[CH:36]=[CH:35][CH:34]=[CH:33][CH:32]=3)[C:11]=2[CH2:10][CH2:9]1)C1C=CC=CC=1.[ClH:37]>C(O)C.[Pd]>[ClH:37].[O:30]([CH2:29][CH2:28][CH2:27][CH2:26][N:12]1[C:13]2[C:18](=[C:17]3[CH2:22][CH2:23][CH2:24][O:25][C:16]3=[CH:15][CH:14]=2)[C:19]2[CH2:20][CH2:21][NH:8][CH2:9][CH2:10][C:11]1=2)[C:31]1[CH:32]=[CH:33][CH:34]=[CH:35][CH:36]=1 |f:4.5|. Procedure details: A solution containing 10-benzyl-7-(4-phenoxybutyl)-7,8,9,10,11,12-hexahydro-3H-azepino[4,5-b]pyrano[3,2-e]indole (0.085 g., 0.18 mmol, Example 5) in ethanol (10.0 mL) was hydrogenated in the presence of palladium-on-carbon (0.04 g.) and 2 N hydrochloric acid (0.09 mL, 0.18 mmol) at 50 psi for 16 hours. After filtration through a pad of celite, the filtrate was concentrated in vacuo. The residue was recrystalized from EtOAc/MeOH to yield the title compound (0.075 g, 99%) as a light yellow solid. ... Starting materials: ClC1=C(N=CC(=N1)N[C@@H](C(=O)N)C1=CC=CC=C1)C#N ((R)-2-(6-chloro-5-cyanopyrazin-2-ylamino)-2-phenylacetamide), NC=1C=C2C=CC=NC2=CC1 (6-aminoquinoline), C(=O)([O-])[O-].[K+].[K+] (K2CO3), C=1C=CC(=CC1)P(C=2C=CC=CC2)C3=CC=C4C=CC=CC4=C3C5=C6C=CC=CC6=CC=C5P(C=7C=CC=CC7)C=8C=CC=CC8 (BINAP). Reagents/catalysts: CC(=O)[O-].CC(=O)[O-].[Pd+2] (Pd(OAc)2). Solvent: O1CCOCC1 (dioxane). Reaction conditions: time 20 hour. Yields the product C(#N)C=1N=CC(=NC1NC=1C=C2C=CC=NC2=CC1)N[C@@H](C(=O)N)C1=CC=CC=C1 ((R)-2-(5-cyano-6-(quinolin-6-ylamino)pyrazin-2-ylamino)-2-phenylacetamide). Isolated yield 13.5%. As a reaction SMILES: Cl[C:2]1[N:7]=[C:6]([NH:8][C@H:9]([C:13]2[CH:18]=[CH:17][CH:16]=[CH:15][CH:14]=2)[C:10]([NH2:12])=[O:11])[CH:5]=[N:4][C:3]=1[C:19]#[N:20].[NH2:21][C:22]1[CH:23]=[C:24]2[C:29](=[CH:30][CH:31]=1)[N:28]=[CH:27][CH:26]=[CH:25]2.C([O-])([O-])=O.[K+].[K+].C1C=CC(P(C2C(C3C(P(C4C=CC=CC=4)C4C=CC=CC=4)=CC=C4C=3C=CC=C4)=C3C(C=CC=C3)=CC=2)C2C=CC=CC=2)=CC=1>O1CCOCC1.CC([O-])=O.CC([O-])=O.[Pd+2]>[C:19]([C:3]1[N:4]=[CH:5][C:6]([NH:8][C@H:9]([C:13]2[CH:18]=[CH:17][CH:16]=[CH:15][CH:14]=2)[C:10]([NH2:12])=[O:11])=[N:7][C:2]=1[NH:21][C:22]1[CH:23]=[C:24]2[C:29](=[CH:30][CH:31]=1)[N:28]=[CH:27][CH:26]=[CH:25]2)#[N:20] |f:2.3.4,7.8.9|. Reported procedure: A mixture of (R)-2-(6-chloro-5-cyanopyrazin-2-ylamino)-2-phenylacetamide (81 mg, 0.281 mmol), 6-aminoquinoline (60 mg, 0.416 mmol), K2CO3 (100 mg, 0.724 mmol), BINAP (25 mg, 0.040 mmol) and Pd(OAc)2 (15 mg, 0.066 mmol) in dioxane (2 mL) was degassed with Ar, then was stirred at 110 C for 20 h. The mixture was concentrated in vacuo. The residue was purified by HPLC to give (R)-2-(5-cyano-6-(quinolin-6-ylamino)pyrazin-2-ylamino)-2-phenylacetamide (15 mg). Starting materials: Cl (hydrochloric acid), C(=O)(C(=O)OCC)NC=1C=C(C(C(=O)N)=CC1)C(=O)N (4-ethoxalylaminophthalamide), ice, P(=O)(Cl)(Cl)Cl (phosphorus oxychloride). The solvent is N1=CC=CC=C1 (pyridine). Run at time 30 minute. Product: C(=O)(C(=O)OCC)NC=1C=C(C(C#N)=CC1)C#N (4-ethoxalylaminopthalonitrile). Yield: 77.0%. As a reaction SMILES: [C:1]([NH:8][C:9]1[CH:10]=[C:11]([C:18]([NH2:20])=O)[C:12](=[CH:16][CH:17]=1)[C:13]([NH2:15])=O)([C:3]([O:5][CH2:6][CH3:7])=[O:4])=[O:2].P(Cl)(Cl)(Cl)=O.Cl>N1C=CC=CC=1>[C:1]([NH:8][C:9]1[CH:10]=[C:11]([C:18]#[N:20])[C:12](=[CH:16][CH:17]=1)[C:13]#[N:15])([C:3]([O:5][CH2:6][CH3:7])=[O:4])=[O:2]. Reported procedure: To a suspension of 7.0 g (25.1 mmol) 4-ethoxalylaminophthalamide in 75 ml dry pyridine was gradually added 4.1 ml (44.8 mmol) phosphorus oxychloride. Stirring was continued at 25° C. for 30 min. The reaction mixture was poured into 300 ml ice-cooled 4N hydrochloric acid to give 4.7 g (77%) of 4-ethoxalylaminopthalonitrile. M.p. 193.7° C. Procedure details: To a solution of 6-chloro-3,7-diphenyl-1,2,4-triazolo[4,3-b]pyridazine (from Example 2, Step c) (1.02 g, 3.34 mmol) in 1,4-dioxane (60 ml) and water (12 ml) was added 4 M aqueous NaOH (4.17 ml, 16.7 mmol), and the solution was heated at reflux for 7.5 h whilst stirring magnetically. The mixture was then concentrated in vacuo and the aqueous residue was partitioned between water (200 ml) and diethyl ether (100 ml). The aqueous layer was then acidified with 5 M aqueous HCl until the pH was ca. 3. ... RXN SMILES: Cl[C:2]1[C:3]([C:17]2[CH:22]=[CH:21][CH:20]=[CH:19][CH:18]=2)=[CH:4][C:5]2[N:6]([C:8]([C:11]3[CH:16]=[CH:15][CH:14]=[CH:13][CH:12]=3)=[N:9][N:10]=2)[N:7]=1.[OH-:23].[Na+]>O1CCOCC1.O>[C:11]1([C:8]2[N:6]3[NH:7][C:2](=[O:23])[C:3]([C:17]4[CH:22]=[CH:21][CH:20]=[CH:19][CH:18]=4)=[CH:4][C:5]3=[N:10][N:9]=2)[CH:16]=[CH:15][CH:14]=[CH:13][CH:12]=1 |f:1.2|. Reactants: ClC=1C(=CC=2N(N1)C(=NN2)C2=CC=CC=C2)C2=CC=CC=C2 (6-chloro-3,7-diphenyl-1,2,4-triazolo[4,3-b]pyridazine), [OH-].[Na+] (NaOH). The solvent is O1CCOCC1 (1,4-dioxane), O (water). The product is C1(=CC=CC=C1)C1=NN=C2N1NC(C(=C2)C2=CC=CC=C2)=O (3,7-Diphenyl-1,2,4-triazolo[4,3-b]pyridazin-6-one). Yield: 92.3%.